Dataset: the Open Reaction Database (ORD), a public repository of structured organic reaction records. Task: describe an organic reaction: reactants, conditions, products, and yield Starting materials: CC(C=CC1=C(C)C(=O)C(O)CC1(C)C)=CC=O, CCOCC, [Cl-], O=C(O)CCl, O, c1ccncc1. Yields the product CC(C=CC1=C(C)C(=O)C(OC(=O)CCl)CC1(C)C)=CC=O. Reaction SMILES: [CH3:1][C:2]1=[C:3]([CH:12]=[CH:13][C:14](=[CH:15][CH:16]=[O:17])[CH3:18])[C:4]([CH3:10])([CH3:11])[CH2:5][CH:6]([OH:9])[C:7]1=[O:8].[CH3:32][CH2:33][O:34][CH2:35][CH3:36].[Cl-:25].[Cl:26][CH2:27][C:28](=[O:29])[OH:30].[OH2:31].[cH:19]1[cH:20][cH:21][n:22][cH:23][cH:24]1>>[CH3:1][C:2]1=[C:3]([CH:12]=[CH:13][C:14](=[CH:15][CH:16]=[O:17])[CH3:18])[C:4]([CH3:10])([CH3:11])[CH2:5][CH:6]([O:9][C:28]([CH2:27][Cl:26])=[O:29])[C:7]1=[O:8]. The reactants are COCCOC, COC(=O)CCSC(SCCC(=O)N(C)C)c1cccc(C=Cc2ccc3ccc(Cl)cc3n2)c1, [Li+], [OH-], O. Yields the product CN(C)C(=O)CCSC(SCCC(=O)O)c1cccc(C=Cc2ccc3ccc(Cl)cc3n2)c1. RXN SMILES: [CH3:38][O:39][CH2:40][CH2:41][O:42][CH3:43].[Cl:1][c:2]1[cH:3][cH:4][c:5]2[cH:6][cH:7][c:8]([CH:12]=[CH:13][c:14]3[cH:15][c:16]([CH:20]([S:21][CH2:22][CH2:23][C:24](=[O:25])[O:26][CH3:27])[S:28][CH2:29][CH2:30][C:31]([N:32]([CH3:33])[CH3:34])=[O:35])[cH:17][cH:18][cH:19]3)[n:9][c:10]2[cH:11]1.[Li+:37].[OH-:36].[OH2:44]>>[Cl:1][c:2]1[cH:3][cH:4][c:5]2[cH:6][cH:7][c:8]([CH:12]=[CH:13][c:14]3[cH:15][c:16]([CH:20]([S:21][CH2:22][CH2:23][C:24](=[O:25])[OH:26])[S:28][CH2:29][CH2:30][C:31]([N:32]([CH3:33])[CH3:34])=[O:35])[cH:17][cH:18][cH:19]3)[n:9][c:10]2[cH:11]1.